From a dataset of the Open Reaction Database (ORD), a public repository of structured organic reaction records. describe an organic reaction: reactants, conditions, products, and yield As a reaction SMILES: [Cl:1][C:2]1[CH:3]=[CH:4][C:5]([CH:12]=C)=[C:6]([CH:11]=1)[C:7]([O:9][CH3:10])=[O:8].[O:14]=[O+][O-].CSC>C(Cl)Cl>[Cl:1][C:2]1[CH:3]=[CH:4][C:5]([CH:12]=[O:14])=[C:6]([CH:11]=1)[C:7]([O:9][CH3:10])=[O:8]. The product is ClC=1C=CC(=C(C(=O)OC)C1)C=O (methyl 5-chloro-2-formylbenzoate). Run in C(Cl)Cl (DCM). Reported procedure: Into a solution of methyl 5-chloro-2-vinylbenzoate (16.3 g, 82.89 mmol) in dry DCM (250 mL) was bubbled O3 at −78° C. over a 30 minute period. Next, nitrogen gas was bubbled into the solution until it turned colorless. Dimethylsulfane (10.3 g, 165.79 mmol) was added dropwise. The resulting mixture was warmed to RT, stirred for 2 hours, and concentrated. The crude product was purified by silica gel column chromatography eluting with petroleum ether and ethyl acetate (PE/EtOAc=40:1) to give the ti... The reactants are ClC=1C=CC(=C(C(=O)OC)C1)C=C (methyl 5-chloro-2-vinylbenzoate), O=[O+][O-] (O3), CSC (Dimethylsulfane). Isolated yield 60.0%. Run at time 2 hour.